Dataset: the Open Reaction Database (ORD), a public repository of structured organic reaction records. Task: describe an organic reaction: reactants, conditions, products, and yield Starting materials: Cc1ccc(C2NC(=S)NC2c2ccc(C)cc2)cc1, CI, CCO. The product is CSC1=NC(c2ccc(C)cc2)C(c2ccc(C)cc2)N1, I. RXN SMILES: [CH3:1][c:2]1[cH:3][cH:4][c:5]([CH:8]2[NH:9][C:10](=[S:20])[NH:11][CH:12]2[c:13]2[cH:14][cH:15][c:16]([CH3:19])[cH:17][cH:18]2)[cH:6][cH:7]1.[CH3:21][I:22].[CH3:23][CH2:24][OH:25]>>[CH3:1][c:2]1[cH:3][cH:4][c:5]([CH:8]2[NH:9][C:10]([S:20][CH3:21])=[N:11][CH:12]2[c:13]2[cH:14][cH:15][c:16]([CH3:19])[cH:17][cH:18]2)[cH:6][cH:7]1.[IH:22]. Conditions: temperature 65 celsius. As a reaction SMILES: [C:1]([C:3]1[CH:8]=[CH:7][C:6]([S:9]([CH3:12])(=[O:11])=[O:10])=[CH:5][CH:4]=1)#[CH:2].[CH3:13][O:14][C:15](=[O:45])[CH2:16][O:17][C:18]1[CH:23]=[CH:22][C:21]([O:24][CH2:25][C:26]#[C:27][C:28]2[CH:33]=[C:32]([C:34]#[C:35][CH2:36][N:37]3[CH2:42][CH2:41][O:40][CH2:39][CH2:38]3)[CH:31]=[C:30](Br)[CH:29]=2)=[CH:20][C:19]=1[CH3:44]>CN(C=O)C.C(N(CC)CC)C.Cl[Pd](Cl)([P](C1C=CC=CC=1)(C1C=CC=CC=1)C1C=CC=CC=1)[P](C1C=CC=CC=1)(C1C=CC=CC=1)C1C=CC=CC=1.[Cu]I>[CH3:13][O:14][C:15](=[O:45])[CH2:16][O:17][C:18]1[CH:23]=[CH:22][C:21]([O:24][CH2:25][C:26]#[C:27][C:28]2[CH:33]=[C:32]([C:34]#[C:35][CH2:36][N:37]3[CH2:42][CH2:41][O:40][CH2:39][CH2:38]3)[CH:31]=[C:30]([C:2]#[C:1][C:3]3[CH:4]=[CH:5][C:6]([S:9]([CH3:12])(=[O:10])=[O:11])=[CH:7][CH:8]=3)[CH:29]=2)=[CH:20][C:19]=1[CH3:44] |^1:60,79|. Yields the product COC(COC1=C(C=C(C=C1)OCC#CC1=CC(=CC(=C1)C#CCN1CCOCC1)C#CC1=CC=C(C=C1)S(=O)(=O)C)C)=O ((4-{3-[3-(4-methanesulfonyl-phenylethynyl)-5-(3-morpholin-4-yl-prop-1-ynyl)-phenyl]-prop-2-ynyloxy}-2-methyl-phenoxy)-acetic acid methyl ester). Starting materials: C(#C)C1=CC=C(C=C1)S(=O)(=O)C (1-ethynyl-4-methanesulfonyl-benzene), COC(COC1=C(C=C(C=C1)OCC#CC1=CC(=CC(=C1)C#CCN1CCOCC1)Br)C)=O ((4-{3-[3-bromo-5-(3-morpholin-4-yl-prop-1-ynyl)-phenyl]-prop-2-ynyloxy}-2-methyl-phenoxy)-acetic acid methyl ester). The solvent is CN(C)C=O (DMF), C(C)N(CC)CC (triethylamine). The reagents and catalysts are Cl[Pd]([P](C1=CC=CC=C1)(C2=CC=CC=C2)C3=CC=CC=C3)([P](C4=CC=CC=C4)(C5=CC=CC=C5)C6=CC=CC=C6)Cl (Pd(PPh3)2Cl2), [Cu]I (CuI). Procedure details: A mixture of 1-ethynyl-4-methanesulfonyl-benzene (346 mg, 1.92 mmol), (4-{3-[3-bromo-5-(3-morpholin-4-yl-prop-1-ynyl)-phenyl]-prop-2-ynyloxy}-2-methyl-phenoxy)-acetic acid methyl ester (123 mg, 0.24 mmol, example 6), Pd(PPh3)2Cl2 (17 mg, 0.024 mmol), CuI (12 mg, 0.067 mmol) in dry DMF (2 ml) and triethylamine (2 ml) was heated in a microwave own for 1 hour at 65° C. in a sealed tube. The reaction mixture was filtered through Decalite and the filtrate was evaporated. The residue was purified on c... Starting materials: C(C)OC(=O)C1=C(C(=NO1)C(C)(C)C)C#N (3-tert-Butyl-4-cyano-isoxazole-5-carboxylic acid ethyl ester), [Li+].[OH-] (LiOH). The solvent is CO (MeOH). Reaction conditions: time 3 hour. The product is C(C)(C)(C)C1=NOC(=C1C#N)C(=O)O (3-tert-butyl-4-cyano-isoxazole-5-carboxylic acid). Reaction SMILES: C([O:3][C:4]([C:6]1[O:10][N:9]=[C:8]([C:11]([CH3:14])([CH3:13])[CH3:12])[C:7]=1[C:15]#[N:16])=[O:5])C.[Li+].[OH-]>CO>[C:11]([C:8]1[C:7]([C:15]#[N:16])=[C:6]([C:4]([OH:5])=[O:3])[O:10][N:9]=1)([CH3:14])([CH3:12])[CH3:13] |f:1.2|. Reported procedure: 3-tert-Butyl-4-cyano-isoxazole-5-carboxylic acid ethyl ester (809 mg, 3.64 mmol, prepared as described in the previous step) was dissolved in MeOH (9 mL) and 1 M LiOH (4.73 mL, 4.73 mmol) was added. The resulting mixture was stirred at room temperature for 3 h and the solvent was removed under reduced pressure. The resulting residue was dissolved in H2O (10 mL) and extracted with DCM (3×10 mL). The aqueous layer was acidified to pH˜2 using 3 M HCl and extracted with EtOAc (3×20 mL). The combined... Yields the product C(CCC)N1C(N(CC1)C=1SC(=C(N1)C)C(=O)NCC=1C=NC=CC1)=O (2-(3-butyl-2-oxoimidazolidin-1-yl)-4-methyl-N-(pyridin-3-ylmethyl)thiazole-5-carboxamide). As a reaction SMILES: [CH2:1]([N:8]1[CH2:12][CH2:11][N:10]([C:13]2[S:14][C:15]([C:19]([OH:21])=O)=[C:16]([CH3:18])[N:17]=2)[C:9]1=[O:22])[C:2]1[CH:7]=[CH:6]C=CC=1.C(N1CCN(C2SC(C(O)=O)=C(C)N=2)C1=O)CCC.[NH2:42][CH2:43][C:44]1[CH:45]=[N:46][CH:47]=[CH:48][CH:49]=1>>[CH2:1]([N:8]1[CH2:12][CH2:11][N:10]([C:13]2[S:14][C:15]([C:19]([NH:42][CH2:43][C:44]3[CH:45]=[N:46][CH:47]=[CH:48][CH:49]=3)=[O:21])=[C:16]([CH3:18])[N:17]=2)[C:9]1=[O:22])[CH2:2][CH2:7][CH3:6]. Starting materials: C(C1=CC=CC=C1)N1C(N(CC1)C=1SC(=C(N1)C)C(=O)O)=O (2-(3-benzyl-2-oxoimidazolidin-1-yl)-4-methylthiazole-5-carboxylic acid), C(CCC)N1C(N(CC1)C=1SC(=C(N1)C)C(=O)O)=O (2-(3-butyl-2-oxoimidazolidin-1-yl)-4-methylthiazole-5-carboxylic acid), NCC=1C=NC=CC1 (3-(aminomethyl)pyridine). Isolated yield 33.0%. Reported procedure: Following the procedure as describe in Example 9, making variations as required to replace 2-(3-benzyl-2-oxoimidazolidin-1-yl)-4-methylthiazole-5-carboxylic acid with 2-(3-butyl-2-oxoimidazolidin-1-yl)-4-methylthiazole-5-carboxylic acid to react with 3-(aminomethyl)pyridine, the title compound was obtained as a white powder in 33% yield: mp 109-111° C. (ethyl acetate/hexanes); 1H NMR (300 MHz, CDCl3) δ 8.55-8.45 (m, 2H), 7.63 (d, J=7.8 Hz, 1H), 7.24-7.19 (m, 1H), 6.45 (br s, 1H), 4.52 (d, J=5.8 ... The reactants are C(C)N(CCN1C(=O)C(=O)C2=C(C=C(C=C12)I)C(F)(F)F)CC (1-(2-diethylaminoethyl)-6-iodo-4-trifluoromethylisatin), C1(=CC=CC=C1)[Mg]Br (phenylmagnesium bromide). Product: C(C)N(CCN1C(C(C2=C(C=C(C=C12)I)C(F)(F)F)(C1=CC=CC=C1)O)=O)CC (1-(2-Diethylaminoethyl)-4-trifluoromethyl-6-iodo-3-hydroxy-3-(phenyl)oxindole). The yield is 53.0%. As a reaction SMILES: [CH2:1]([N:3]([CH2:22][CH3:23])[CH2:4][CH2:5][N:6]1[C:16]2[C:11](=[C:12]([C:18]([F:21])([F:20])[F:19])[CH:13]=[C:14]([I:17])[CH:15]=2)[C:9](=[O:10])[C:7]1=[O:8])[CH3:2].[C:24]1([Mg]Br)[CH:29]=[CH:28][CH:27]=[CH:26][CH:25]=1>>[CH2:22]([N:3]([CH2:1][CH3:2])[CH2:4][CH2:5][N:6]1[C:16]2[C:11](=[C:12]([C:18]([F:20])([F:21])[F:19])[CH:13]=[C:14]([I:17])[CH:15]=2)[C:9]([OH:10])([C:24]2[CH:29]=[CH:28][CH:27]=[CH:26][CH:25]=2)[C:7]1=[O:8])[CH3:23]. Reported procedure: The title compound (53%) was prepared from 1-(2-diethylaminoethyl)-6-iodo-4-trifluoromethylisatin and phenylmagnesium bromide by the procedure similar to that described in Example 1. The compound obtained was further purified by reverse phase HPLC with water-acetonitrile-trifluoroacetic acid. Procedure: The captioned compound was synthesized from 6-methoxyisophthalamic acid and 2-chloro-4-trifluoromethylaniline by the same procedure as in the manufacturing method described in step C of Example 1-3-1. Starting materials: COC1=CC=C(C=C1C(=O)O)C(=O)N (6-methoxyisophthalamic acid), ClC1=C(N)C=CC(=C1)C(F)(F)F (2-chloro-4-trifluoromethylaniline). Product: ClC1=C(C=CC(=C1)C(F)(F)F)NC(C=1C=C(C(=O)N)C=CC1OC)=O (3-N-(2-chloro-4-trifluoromethylphenyl)-4-methoxyisophthalamide). Reaction SMILES: [CH3:1][O:2][C:3]1[C:8]([C:9]([OH:11])=O)=[CH:7][C:6]([C:12]([NH2:14])=[O:13])=[CH:5][CH:4]=1.[Cl:15][C:16]1[CH:22]=[C:21]([C:23]([F:26])([F:25])[F:24])[CH:20]=[CH:19][C:17]=1[NH2:18]>>[Cl:15][C:16]1[CH:22]=[C:21]([C:23]([F:25])([F:26])[F:24])[CH:20]=[CH:19][C:17]=1[NH:18][C:9](=[O:11])[C:8]1[CH:7]=[C:6]([CH:5]=[CH:4][C:3]=1[O:2][CH3:1])[C:12]([NH2:14])=[O:13]. Starting materials: Cl.N1C(CC=2C1=NC=CC2)=O (1,3-dihydropyrrolo[2,3-b]pyridine-2-one hydrochloride), P(=O)(Cl)(Cl)Cl (Phosphorous oxychloride), CN(C=O)C (dimethylformamide). The solvent is ClCCl (dichloromethane), N1=CC=CC=C1 (pyridine), ClCCl (dichloromethane). Run at temperature 2.5 celsius, time 10 minute. The product is CN(C)C=C1C(NC2=NC=CC=C21)=O (3-dimethylaminomethylene-1,3-dihydropyrrolo[2,3-b]pyridin-2-one). RXN SMILES: P(Cl)(Cl)(Cl)=O.[CH3:6][N:7]([CH3:10])[CH:8]=O.Cl.[NH:12]1[C:16]2=[N:17][CH:18]=[CH:19][CH:20]=[C:15]2[CH2:14][C:13]1=[O:21]>ClCCl.N1C=CC=CC=1>[CH3:6][N:7]([CH:10]=[C:14]1[C:15]2[C:16](=[N:17][CH:18]=[CH:19][CH:20]=2)[NH:12][C:13]1=[O:21])[CH3:8] |f:2.3|. Procedure details: Phosphorous oxychloride (1.93 mL, 3.17 mmol) is added slowly to a stirred solution of dimethylformamide (1.99 mL) and dichloromethane (3 mL) cooled to 0-5° C. After 10 min, a solution of the above 1,3-dihydropyrrolo[2,3-b]pyridine-2-one hydrochloride (6-aza-1,3-dihydroindol-2-one) (790 mg, 4.63 mmol), pyridine (1.5 mL) and dichloromethane (5 mL) is added over 5 min and the reaction is stirred at room temperature for 18 hr. The solvents are removed to yield crude 3-dimethylaminomethylene-1,3-dihy... Reaction SMILES: C([O:3][CH:4](OCC)[CH2:5][CH2:6][NH:7][C:8]([C:10]1[CH:14]=[C:13]([C:15]2[CH:20]=[C:19]([O:21][C:22]3[CH:27]=[CH:26][C:25]([F:28])=[C:24]([NH:29][C:30]([C:32]4[O:33][CH:34]=[CH:35][C:36]=4[CH3:37])=[O:31])[CH:23]=3)[CH:18]=[CH:17][N:16]=2)[NH:12][CH:11]=1)=[O:9])C.Cl.O.[OH-].[Na+]>O1CCCC1>[F:28][C:25]1[CH:26]=[CH:27][C:22]([O:21][C:19]2[CH:18]=[CH:17][N:16]=[C:15]([C:13]3[NH:12][CH:11]=[C:10]([C:8]([NH:7][CH2:6][CH2:5][CH:4]=[O:3])=[O:9])[CH:14]=3)[CH:20]=2)=[CH:23][C:24]=1[NH:29][C:30]([C:32]1[O:33][CH:34]=[CH:35][C:36]=1[CH3:37])=[O:31] |f:3.4|. Run at time 90 minute. The product is FC1=C(C=C(OC2=CC(=NC=C2)C2=CC(=CN2)C(=O)NCCC=O)C=C1)NC(=O)C=1OC=CC1C (5-(4-{4-fluoro-3-[(3-methyl-2-furoyl)amino]phenoxy}pyridin-2-yl)-N-(3-oxopropyl)-1H-pyrrole-3-carboxamide). The solvent is O1CCCC1 (tetrahydrofuran). The reactants are C(C)OC(CCNC(=O)C1=CNC(=C1)C1=NC=CC(=C1)OC1=CC(=C(C=C1)F)NC(=O)C=1OC=CC1C)OCC (N-(3,3-diethoxypropyl)-5-(4-{4-fluoro-3-[(3-methyl-2-furoyl)amino]phenoxy}pyridin-2-yl)-1H-pyrrole-3-carboxamide), Cl (HCl), [OH-].[Na+] (NaOH), O (water). Procedure details: To a stirred solution of N-(3,3-diethoxypropyl)-5-(4-{4-fluoro-3-[(3-methyl-2-furoyl)amino]phenoxy}pyridin-2-yl)-1H-pyrrole-3-carboxamide (380 mg, 0.69 mmol) in 15 ml of tetrahydrofuran was added 1 ml of 2M HCl (2.0 mmol). The mixture was stirred at room temperature for 90 minutes and poured into 100 ml of water. 1M NaOH solution was added slowly until pH=7˜8. The precipitates were filtered, washed with water and dried in vacuo to give 5-(4-{4-fluoro-3-[(3-methyl-2-furoyl)amino]phenoxy}pyridin-2...